From a dataset of the Open Reaction Database (ORD), a public repository of structured organic reaction records. describe an organic reaction: reactants, conditions, products, and yield The reactants are C(C)(C)(C)OC(=O)N[C@@H](CC1=CC=C(C=C1)OCC1=CC=CC=C1)C(=O)O (Nα-t-butoxycarbonyl-O-benzyl-L-tyrosine), C(C)(C)(C)OC(=O)N[C@@H](CC1=CNC2=CC=CC=C12)C(=O)O (Nα-t-butoxycarbonyl-L-tryptophan), ( 2 ), methyl ester, ( 1 ), C(CCC)OC(=O)N[C@@H](COCC1=CC=CC=C1)C(=O)O (Nα-butoxycarbonyl-O-benzyl-L-serine), C1(CCCCC1)N=C=NC1CCCCC1 (dicyclohexylcarbodiimide). Run in C(C)N(CC)CC (triethylamine), CO (methanol). Reaction conditions: time 8 hour. Yields the product COC([C@@H](NC([C@@H](NC([C@@H](NC(=O)OC(C)(C)C)CC1=CNC2=CC=CC=C12)=O)COCC1=CC=CC=C1)=O)CC1=CC=C(C=C1)OCC1=CC=CC=C1)=O (Nα-t-Butoxycarbonyl-L-tryptophyl-O-benzyl-L-seryl-O-benzyl-L-tyrosine methyl ester). As a reaction SMILES: C(O[C:6]([NH:8][C@H:9]([C:25]([OH:27])=[O:26])[CH2:10][C:11]1[CH:16]=[CH:15][C:14]([O:17][CH2:18][C:19]2[CH:24]=[CH:23][CH:22]=[CH:21][CH:20]=2)=[CH:13][CH:12]=1)=[O:7])(C)(C)C.C(O[C:33]([NH:35][C@H:36](C(O)=O)[CH2:37][O:38][CH2:39][C:40]1[CH:45]=[CH:44][CH:43]=[CH:42][CH:41]=1)=[O:34])CCC.[C:49]([O:53][C:54]([NH:56][C@H:57](C(O)=O)[CH2:58][C:59]1[C:67]2[C:62](=[CH:63][CH:64]=[CH:65][CH:66]=2)[NH:61][CH:60]=1)=[O:55])([CH3:52])([CH3:51])[CH3:50].[CH:71]1(N=C=NC2CCCCC2)CCCCC1>C(N(CC)CC)C.CO>[CH3:71][O:27][C:25](=[O:26])[C@H:9]([CH2:10][C:11]1[CH:12]=[CH:13][C:14]([O:17][CH2:18][C:19]2[CH:20]=[CH:21][CH:22]=[CH:23][CH:24]=2)=[CH:15][CH:16]=1)[NH:8][C:6](=[O:7])[C@H:36]([CH2:37][O:38][CH2:39][C:40]1[CH:41]=[CH:42][CH:43]=[CH:44][CH:45]=1)[NH:35][C:33](=[O:34])[C@H:57]([CH2:58][C:59]1[C:67]2[C:62](=[CH:63][CH:64]=[CH:65][CH:66]=2)[NH:61][CH:60]=1)[NH:56][C:54]([O:53][C:49]([CH3:51])([CH3:52])[CH3:50])=[O:55]. Procedure details: Nα-t-Butoxycarbonyl-L-tryptophyl-O-benzyl-L-seryl-O-benzyl-L-tyrosine methyl ester is prepared from 40 g. (29 mmol) of Nα-t-butoxycarbonyl-O-benzyl-L-tyrosine resin by successive couplings according to the solid-phase procedure with (1) 10 g. of Nα-butoxycarbonyl-O-benzyl-L-serine (33 mmol) and 7 g. (34 mmol) of dicyclohexycarbodiimide, (2) 10 g. (33 mmol) of Nα-t-butoxycarbonyl-L-tryptophan and 7 g. of dicyclohexylcarbodiimide. The resulting resin, 44 g., is converted to the methyl ester by sti... The reactants are COC=CC#N, CN(C)C=O, Cl, [H-], NC=CC(=O)C(F)(F)F, [Na+], O. Product: N#CC=CNC=CC(=O)C(F)(F)F. RXN SMILES: [CH3:12][O:13][CH:14]=[CH:15][C:16]#[N:17].[CH3:19][N:20]([CH3:21])[CH:22]=[O:23].[ClH:18].[H-:1].[NH2:3][CH:4]=[CH:5][C:6]([C:7]([F:8])([F:9])[F:10])=[O:11].[Na+:2].[OH2:24]>>[NH:3]([CH:4]=[CH:5][C:6]([C:7]([F:8])([F:9])[F:10])=[O:11])[CH:14]=[CH:15][C:16]#[N:17]. The reactants are S1C(=CC=C1)CC(=O)NC1[C@@H]2N(C(=C(CS2)C(C2=CC=CC=C2)=O)C(=O)OC(C2=CC=CC=C2)C2=CC=CC=C2)C1=O (benzhydryl 7-(2-thienylacetamido)-3-benzoyl-3-cephem-4-carboxylate), C1(=CC=CC=C1)OC (anisole), FC(C(=O)O)(F)F (trifluoroacetic acid). Run in CCCCCCC (n-heptane). Conditions: temperature 5 celsius. The product is S1C(=CC=C1)CC(=O)NC1[C@@H]2N(C(=C(CS2)C(C2=CC=CC=C2)=O)C(=O)O)C1=O (7-(2-Thienylacetamido)-3-benzoyl-3-cephem-4-carboxylic acid). Reaction SMILES: [S:1]1[CH:5]=[CH:4][CH:3]=[C:2]1[CH2:6][C:7]([NH:9][CH:10]1[C:41](=[O:42])[N:12]2[C:13]([C:25]([O:27]C(C3C=CC=CC=3)C3C=CC=CC=3)=[O:26])=[C:14]([C:17](=[O:24])[C:18]3[CH:23]=[CH:22][CH:21]=[CH:20][CH:19]=3)[CH2:15][S:16][C@H:11]12)=[O:8].C1(OC)C=CC=CC=1.FC(F)(F)C(O)=O>CCCCCCC>[S:1]1[CH:5]=[CH:4][CH:3]=[C:2]1[CH2:6][C:7]([NH:9][CH:10]1[C:41](=[O:42])[N:12]2[C:13]([C:25]([OH:27])=[O:26])=[C:14]([C:17](=[O:24])[C:18]3[CH:23]=[CH:22][CH:21]=[CH:20][CH:19]=3)[CH2:15][S:16][C@H:11]12)=[O:8]. Procedure: To a cooled (5° C.), stirred slurry of 0.227 g. of benzhydryl 7-(2-thienylacetamido)-3-benzoyl-3-cephem-4-carboxylate in 2 ml. of anisole was added 1 ml. of cold trifluoroacetic acid. After the reaction mixture was allowed to stir with cooling for 20 minutes, 20 ml. of n-heptane was added, and the resulting solution was evaporated in vacuo to a low volume to remove excess trifluoroacetic acid. An additional 20 ml. of n-heptane was added to the residue and the resulting solution was stirred with ... Starting materials: FC1=C(C=CC=C1)COC1=CC=C(C=C1)[C@@H]1N([C@@H](CC1)C(=O)NC)C(=O)OC(C)(C)C (1,1-dimethylethyl (2R,5S)-2-(4-{[(2-fluorophenyl)methyl]oxy}phenyl)-5-[(methylamino)carbonyl]-1-pyrrolidinecarboxylate), C(=O)(C)Cl (AcCl). Solvent: C(C)(=O)OCC (ethyl acetate), CO (methanol). Reaction conditions: time 2 hour. Yields the product Cl.FC1=C(C=CC=C1)COC1=CC=C(C=C1)[C@H]1CC[C@H](N1)C(=O)NC ((5R)-5-(4-{[(2-fluorophenyl)methyl]oxy}phenyl)-N-methyl-L-prolinamide hydrochloride). The yield is 85.3%. RXN SMILES: [F:1][C:2]1[CH:7]=[CH:6][CH:5]=[CH:4][C:3]=1[CH2:8][O:9][C:10]1[CH:15]=[CH:14][C:13]([C@H:16]2[CH2:20][CH2:19][C@@H:18]([C:21]([NH:23][CH3:24])=[O:22])[N:17]2C(OC(C)(C)C)=O)=[CH:12][CH:11]=1.C([Cl:35])(C)=O>C(OCC)(=O)C.CO>[ClH:35].[F:1][C:2]1[CH:7]=[CH:6][CH:5]=[CH:4][C:3]=1[CH2:8][O:9][C:10]1[CH:15]=[CH:14][C:13]([C@@H:16]2[NH:17][C@H:18]([C:21]([NH:23][CH3:24])=[O:22])[CH2:19][CH2:20]2)=[CH:12][CH:11]=1 |f:4.5|. Procedure details: To a solution of 1,1-dimethylethyl (2R,5S)-2-(4-{[(2-fluorophenyl)methyl]oxy}phenyl)-5-[(methylamino)carbonyl]-1-pyrrolidinecarboxylate (D96, 40 mg, 0.09 mmol) in ethyl acetate (0.9 ml) and methanol (0.1 ml) at 0° C. was added AcCl (40 μl, 0.56 mmol) and the mixture was stirred for two hours at room temperature. The solvent was removed under nitrogen flow and the residue triturated with Et2O. The solvent was removed to afford the title compound as a white solid (28 mg, 85%). Rt (HPLC): 3.74 min;... The reactants are COCCBr (2-bromoethyl methyl ether), C(#N)C1=CC(=C(C(=O)OC)C=C1I)C (methyl 4-cyano-5-iodo-2-methylbenzoate), C(#N)C1=CC(=C(C(=O)OC)C=C1O)C (methyl 4-cyano-5-hydroxy-2-methylbenzoate), C1(=CC=CC=C1)O (phenol). Reaction SMILES: C(C1C(I)=C[C:6]([C:7]([O:9][CH3:10])=O)=C(C)C=1)#N.[C:15]([C:17]1[C:26]([OH:27])=[CH:25][C:20]([C:21]([O:23]C)=[O:22])=[C:19]([CH3:28])[CH:18]=1)#[N:16].C1([OH:35])C=CC=CC=1.COCCBr>>[NH2:16][C:15]([C:17]1[C:26]([O:27][CH2:6][CH2:7][O:9][CH3:10])=[CH:25][C:20]([C:21]([OH:23])=[O:22])=[C:19]([CH3:28])[CH:18]=1)=[O:35]. Procedure: Synthesized according to the method of reagent preparation 41 by replacement of step 6 with the conversion of methyl 4-cyano-5-iodo-2-methylbenzoate to methyl 4-cyano-5-hydroxy-2-methylbenzoate according to the method described in Chemical & Pharmaceutical Bulletin (2007), 55(9), 1361-1364 followed by phenol alkylation with 2-bromoethyl methyl ether then proceeding with steps 7 and 8. MS (EI) for C12H15NO5: 254 (MH+). The product is NC(=O)C1=CC(=C(C(=O)O)C=C1OCCOC)C (4-(aminocarbonyl)-2-methyl-5-{[2-(methyloxy)ethyl]oxy}benzoic acid).